From a dataset of the Open Reaction Database (ORD), a public repository of structured organic reaction records. describe an organic reaction: reactants, conditions, products, and yield Starting materials: ClC1=C2C(=NC=C1)C=C(S2)C(=O)[O-].[Li+] (lithium 7-chloro-thieno[3,2-b]pyridine-2-carboxylate), S(=O)(Cl)Cl (thionyl chloride), C(Cl)Cl (CH2Cl2), CN(C)C=O (DMF). The product is ClC1=C2C(=NC=C1)C=C(S2)C(=O)N (7-Chloro-thieno[3,2-b]pyridine-2-carboxylic acid amide). Yield: 100.0%. As a reaction SMILES: [Cl:1][C:2]1[CH:7]=[CH:6][N:5]=[C:4]2[CH:8]=[C:9]([C:11]([O-:13])=O)[S:10][C:3]=12.[Li+].S(Cl)(Cl)=O.C(Cl)Cl.C[N:23](C=O)C>>[Cl:1][C:2]1[CH:7]=[CH:6][N:5]=[C:4]2[CH:8]=[C:9]([C:11]([NH2:23])=[O:13])[S:10][C:3]=12 |f:0.1|. Procedure: A solution of lithium 7-chloro-thieno[3,2-b]pyridine-2-carboxylate (1.0 g, 4.7 mmol), thionyl chloride (7.0 mmol, 3.5 mL), CH2Cl2 (40 mL), and DMF (0.4 mL) was heated to reflux. After 3 h the resulting yellow solution was concentrated under reduced pressure, the resulting residue was suspended in CH2Cl2 (60 mL), and NH3 gas was bubbled through the mixture for 10 min. The reaction mixture was filtered to give the title compound as a white solid (1.17 g, 100%). MS: 213.0/215.1 (MH+); HPLC Rf: 3.44... Starting materials: ClC=1C=C(C=CC1Cl)CC(=O)NCC1N(CCC1)CC (2-(3,4-Dichlorophenylacetamidomethyl)-1-(ethyl)pyrrolidine), C1CCOC1 (THF), solution, [AlH3] (AlH3). The product is ClC=1C=C(C=CC1Cl)CCNCC1N(CCC1)CC (2-[N-(3,4-dichlorophenylethyl)aminomethyl]-1-(ethyl)pyrrolidine). Isolated yield 99.7%. As a reaction SMILES: [Cl:1][C:2]1[CH:3]=[C:4]([CH2:9][C:10]([NH:12][CH2:13][CH:14]2[CH2:18][CH2:17][CH2:16][N:15]2[CH2:19][CH3:20])=O)[CH:5]=[CH:6][C:7]=1[Cl:8].[AlH3].C1COCC1>>[Cl:1][C:2]1[CH:3]=[C:4]([CH2:9][CH2:10][NH:12][CH2:13][CH:14]2[CH2:18][CH2:17][CH2:16][N:15]2[CH2:19][CH3:20])[CH:5]=[CH:6][C:7]=1[Cl:8]. Procedure details: The title compound of Example 15 (base) (6.39 g, 20.3 mmol) was reduced with a 1.0M solution of AlH3 in THF (60 mL, 60 mmol, 3 eq) as described in Example 8 to give the crude product as a colorless oil (6.1 g, quantitative). The oxalate salt (6.5 g, 80% ) crystallized from 2-propanol/MeOH (1:1): mp 181°-182° C. (dec); 1H-NMR (CDCl3) ∂7.35 (d, J=8.1 Hz, 1H), 7.31 (d, J=1.8 Hz, 1H), 7.05 (dd, J=1.8, 8.1 Hz, 1H), 3.14 (m, 1H), 2.80-2.91 (m, 2H), 2.67-2.80 (complex m, 4H), 2.58 (m, 1H), 2.48 (m, 1H)... Reactants: Cc1cccc(N=C=S)c1, COc1ccc(C(=O)Nc2cc(C)cc(C)c2)cc1N. The product is COc1ccc(C(=O)Nc2cc(C)cc(C)c2)cc1NC(=S)Nc1cccc(C)c1. RXN SMILES: [CH3:21][c:22]1[cH:23][c:24]([N:28]=[C:29]=[S:30])[cH:25][cH:26][cH:27]1.[NH2:1][c:2]1[cH:3][c:4]([C:5](=[O:6])[NH:7][c:8]2[cH:9][c:10]([CH3:15])[cH:11][c:12]([CH3:14])[cH:13]2)[cH:16][cH:17][c:18]1[O:19][CH3:20]>>[NH:1]([c:2]1[cH:3][c:4]([C:5](=[O:6])[NH:7][c:8]2[cH:9][c:10]([CH3:15])[cH:11][c:12]([CH3:14])[cH:13]2)[cH:16][cH:17][c:18]1[O:19][CH3:20])[C:29]([NH:28][c:24]1[cH:23][c:22]([CH3:21])[cH:27][cH:26][cH:25]1)=[S:30]. The reactants are CCN(CC)CCOCCC1CCNCC1, C1CCCCC1, O=C1Nc2cccnc2N(C(=O)Cl)c2ccccc21. The product is CCN(CC)CCOCCC1CCN(C(=O)N2c3ccccc3C(=O)Nc3cccnc32)CC1. As a reaction SMILES: [CH2:20]([CH3:21])[N:22]([CH2:23][CH2:24][O:25][CH2:26][CH2:27][CH:28]1[CH2:29][CH2:30][NH:31][CH2:32][CH2:33]1)[CH2:34][CH3:35].[CH2:36]1[CH2:37][CH2:38][CH2:39][CH2:40][CH2:41]1.[Cl:1][C:2](=[O:3])[N:4]1[c:5]2[c:6]([cH:16][cH:17][cH:18][n:19]2)[NH:7][C:8](=[O:15])[c:9]2[c:10]1[cH:11][cH:12][cH:13][cH:14]2>>[C:2](=[O:3])([N:4]1[c:5]2[c:6]([cH:16][cH:17][cH:18][n:19]2)[NH:7][C:8](=[O:15])[c:9]2[c:10]1[cH:11][cH:12][cH:13][cH:14]2)[N:31]1[CH2:30][CH2:29][CH:28]([CH2:27][CH2:26][O:25][CH2:24][CH2:23][N:22]([CH2:20][CH3:21])[CH2:34][CH3:35])[CH2:33][CH2:32]1. Reaction conditions: time 1 hour. Solvent: C(C)O (ethanol). Reported procedure: 0.53 mole (153 g) of 2-(benzyloxycarbonylamino) -5-nitrophenol in 1 liter of ethanol is subjected to a hydrogen pressure of 8×105 pascals (8 bars) in an autoclave in the presence of 60 g of Raney nickel (water content 50%). After 1 hour at 65° C., the reaction medium is filtered while hot in order to remove the catalyst. On cooling the filtrate, the expected product crystallizes. After draining and drying, the product obtained is recrystallized in 96° strength ethanol. It melts at 148° C. The product is NC=1C=CC(=C(C1)O)NC(=O)OCC1=CC=CC=C1 (5-amino-2-(N-benzyloxycarbonylamino)phenol). The reagents and catalysts are [Ni] (Raney nickel). Starting materials: C(C1=CC=CC=C1)OC(=O)NC1=C(C=C(C=C1)[N+](=O)[O-])O (2-(benzyloxycarbonylamino) -5-nitrophenol), [H][H] (hydrogen). As a reaction SMILES: [CH2:1]([O:8][C:9]([NH:11][C:12]1[CH:17]=[CH:16][C:15]([N+:18]([O-])=O)=[CH:14][C:13]=1[OH:21])=[O:10])[C:2]1[CH:7]=[CH:6][CH:5]=[CH:4][CH:3]=1.[H][H]>C(O)C.[Ni]>[NH2:18][C:15]1[CH:16]=[CH:17][C:12]([NH:11][C:9]([O:8][CH2:1][C:2]2[CH:7]=[CH:6][CH:5]=[CH:4][CH:3]=2)=[O:10])=[C:13]([OH:21])[CH:14]=1. Reactants: CSc1sc(-c2cc[nH]n2)c2c1C(=O)CC(C)(C)C2, ClCCl, ClCCl, [Na+], O=C([O-])O, C1COCCO1, O=C(OO)c1cccc(Cl)c1. The product is CS(=O)c1sc(-c2cc[nH]n2)c2c1C(=O)CC(C)(C)C2. RXN SMILES: [CH3:1][C:2]1([CH3:19])[CH2:3][C:4](=[O:18])[c:5]2[c:6]([c:7](-[c:12]3[n:13][nH:14][cH:15][cH:16]3)[s:8][c:9]2[S:10][CH3:11])[CH2:17]1.[Cl:36][CH2:37][Cl:38].[Cl:45][CH2:46][Cl:47].[Na+:35].[O-:31][C:32]([OH:33])=[O:34].[O:39]1[CH2:40][CH2:41][O:42][CH2:43][CH2:44]1.[OH:20][O:21][C:22]([c:23]1[cH:24][c:25]([Cl:26])[cH:27][cH:28][cH:29]1)=[O:30]>>[CH3:1][C:2]1([CH3:19])[CH2:3][C:4](=[O:18])[c:5]2[c:6]([c:7](-[c:12]3[n:13][nH:14][cH:15][cH:16]3)[s:8][c:9]2[S:10]([CH3:11])=[O:20])[CH2:17]1. The reactants are BrC=1C=C2C=3N(C(C(NC3C1)=O)=O)[C@H]([C@@H](C2)C)CC(=O)O (trans-9-bromo-5-carboxymethyl-6-methyl-6,7-dihydro-1H, 5H-pyrido[1,2,3-de]quinoxaline-2,3-dione), NC1=CC=CC=C1 (aniline). Product: BrC=1C=C2C=3N(C(C(NC3C1)=O)=O)[C@H]([C@@H](C2)C)CC(NC2=CC=CC=C2)=O (trans-9-Bromo-6-methyl-5-phenylcarbamoylmethyl-6,7-dihydro-1H, 5H-pyrido[1,2,3-de]quinoxaline-2,3-dione). Isolated yield 92.4%. Reaction SMILES: [Br:1][C:2]1[CH:3]=[C:4]2[CH2:16][C@@H:15]([CH3:17])[C@H:14]([CH2:18][C:19]([OH:21])=O)[N:6]3[C:7](=[O:13])[C:8](=[O:12])[NH:9][C:10]([CH:11]=1)=[C:5]23.[NH2:22][C:23]1[CH:28]=[CH:27][CH:26]=[CH:25][CH:24]=1>>[Br:1][C:2]1[CH:3]=[C:4]2[CH2:16][C@@H:15]([CH3:17])[C@H:14]([CH2:18][C:19](=[O:21])[NH:22][C:23]3[CH:28]=[CH:27][CH:26]=[CH:25][CH:24]=3)[N:6]3[C:7](=[O:13])[C:8](=[O:12])[NH:9][C:10]([CH:11]=1)=[C:5]23. Procedure details: A procedure similar to that described in Example 5 was carried out with trans-9-bromo-5-carboxymethyl-6-methyl-6,7-dihydro-1H, 5H-pyrido[1,2,3-de]quinoxaline-2,3-dione (100 mg, 0.283 mmol) and aniline (28 mL, 0.311 mmol) to give 112 mg of the title compound (92%): mp>300° C.; 1H NMR (270 MHz, DMSO-d6) δ12.08 (s, 1H), 9.99 (s, 1H), 7.55 (d, 2H, J=7.6 Hz), 7.30 (t, 2H, J=7.6 Hz), 7.21 (s, 1H), 7.17 (s, 1H), 7.05 (t, 1H, J=7.6 Hz), 4.92~5.02 (m, 1H), 3.25 (dd, 1H, J=17.8, 5.9 Hz), 2.50~2.66 (m, 3H)... The reactants are ClC1=NC=CC(=N1)Cl (2,4-dichloropyrimidine), C(C)(C)(C)C1=NNC(=C1)N (3-(tert-butyl)-1H-pyrazol-5-amine), C([O-])([O-])=O.[Na+].[Na+] (sodium carbonate). The reagents and catalysts are C=1C=CC(=CC1)/C=C/C(=O)/C=C/C2=CC=CC=C2.C=1C=CC(=CC1)/C=C/C(=O)/C=C/C2=CC=CC=C2.C=1C=CC(=CC1)/C=C/C(=O)/C=C/C2=CC=CC=C2.[Pd].[Pd] (tris(dibenzylideneacetone)dipalladium), C1(=CC=CC=C1)P(C1=CC=CC=2C(C3=CC=CC(=C3OC12)P(C1=CC=CC=C1)C1=CC=CC=C1)(C)C)C1=CC=CC=C1 (4,5-bis(diphenylphosphino)-9,9-dimethylxanthene). Run in O1CCOCC1 (1,4-dioxane). Reaction conditions: temperature 70 celsius. Yields the product C(C)(C)(C)C=1C=C(N(N1)C1=NC(=NC=C1)Cl)N (5-tert-Butyl-2-(2-chloro-pyrimidin-4-yl)-2H-pyrazol-3-ylamine). Yield: 35.0%. Reaction SMILES: [Cl:1][C:2]1[N:7]=[C:6](Cl)[CH:5]=[CH:4][N:3]=1.[C:9]([C:13]1[CH:17]=[C:16]([NH2:18])[NH:15][N:14]=1)([CH3:12])([CH3:11])[CH3:10].C(=O)([O-])[O-].[Na+].[Na+]>O1CCOCC1.C1C=CC(/C=C/C(/C=C/C2C=CC=CC=2)=O)=CC=1.C1C=CC(/C=C/C(/C=C/C2C=CC=CC=2)=O)=CC=1.C1C=CC(/C=C/C(/C=C/C2C=CC=CC=2)=O)=CC=1.[Pd].[Pd].C1(P(C2C=CC=CC=2)C2C3OC4C(=CC=CC=4P(C4C=CC=CC=4)C4C=CC=CC=4)C(C)(C)C=3C=CC=2)C=CC=CC=1>[C:9]([C:13]1[CH:17]=[C:16]([NH2:18])[N:15]([C:6]2[CH:5]=[CH:4][N:3]=[C:2]([Cl:1])[N:7]=2)[N:14]=1)([CH3:12])([CH3:11])[CH3:10] |f:2.3.4,6.7.8.9.10|. Procedure: A mixture of 2,4-dichloropyrimidine (1.0 g, 6.7 mmol), 3-(tert-butyl)-1H-pyrazol-5-amine (1.03 g, 7.4 mmol) and sodium carbonate (1.42 g, 13.4 mmol) in 1,4-dioxane was treated with 4,5-bis(diphenylphosphino)-9,9-dimethylxanthene (xantphos) (58 mg, 0.10 mmol) followed by tris(dibenzylideneacetone)dipalladium (31 mg, 0.03 mmol). The mixture was degassed then heated to 70° C. under N2 for 5 h. After cooling to room temperature the mixture was filtered and the filtrate was concentrated in vacuo. The...